Dataset: the Open Reaction Database (ORD), a public repository of structured organic reaction records. Task: describe an organic reaction: reactants, conditions, products, and yield Starting materials: C(C)NC(C1=CC(=C(C=C1)[N+](=O)[O-])NCC)=O (N-ethyl-3-ethylamino-4-nitrobenzamide), C1(=CC=C(C=C1)S(=O)(=O)[O-])C.C(C1=CC=CC=C1)N1[CH2+](SC(C1=O)=C1SC2=C(N1C)C=CC=C2)SC (3-benzyl-5-(3-methyl-3H-benzothiazol-2-ylidene)-2-methylthio-4-oxo-2-thiazolium p-toluenesulfonate). The product is C(C1=CC=CC=C1)N1C(SC(C1=O)=C1SC2=C(N1C)C=CC=C2)=NC2=C(C=C(C(=O)NCC)C=C2)NCC (4-[3-benzyl-5-(3-methyl-3H-benzothiazol-2-ylidene)-4-oxothiazolidin-2-ylideneamino]-N-ethyl-3-ethylaminobenzamide). As a reaction SMILES: [CH2:1]([NH:3][C:4](=[O:17])[C:5]1[CH:10]=[CH:9][C:8]([N+:11]([O-])=O)=[C:7]([NH:14][CH2:15][CH3:16])[CH:6]=1)[CH3:2].C1(C)C=CC(S([O-])(=O)=O)=CC=1.[CH2:29]([N:36]1[C:40](=[O:41])[C:39](=[C:42]2[N:46]([CH3:47])[C:45]3[CH:48]=[CH:49][CH:50]=[CH:51][C:44]=3[S:43]2)[S:38][CH2+:37]1SC)[C:30]1[CH:35]=[CH:34][CH:33]=[CH:32][CH:31]=1>>[CH2:29]([N:36]1[C:40](=[O:41])[C:39](=[C:42]2[N:46]([CH3:47])[C:45]3[CH:48]=[CH:49][CH:50]=[CH:51][C:44]=3[S:43]2)[S:38][C:37]1=[N:11][C:8]1[CH:9]=[CH:10][C:5]([C:4]([NH:3][CH2:1][CH3:2])=[O:17])=[CH:6][C:7]=1[NH:14][CH2:15][CH3:16])[C:30]1[CH:31]=[CH:32][CH:33]=[CH:34][CH:35]=1 |f:1.2|. Procedure details: In a manner similar to Example 30, intermediate N-ethyl-3-ethylamino-4-nitrobenzamide was hydrogenated and then condensed with 3-benzyl-5-(3-methyl-3H-benzothiazol-2-ylidene)-2-methylthio-4-oxo-2-thiazolium p-toluenesulfonate to afford the title compound. 1H-NMR (CDCl3): δ 7.46–7.54 (3H, m), 7.27–7.38 (4H, m), 7.19 (1H, m), 6.96–7.08 (4H, m), 6.04 (1H, br t), 5.19 (2H, s), 3.76 (3H, s), 3.49 (2H, m), 3.06 (2H, q), 1.25 (3H, t), 1.05 (3H, t); MS(ESI): 544 (MH+).